Task: describe an organic reaction: reactants, conditions, products, and yield. Dataset: the Open Reaction Database (ORD), a public repository of structured organic reaction records The reactants are ClC1=CN=C2C(=N1)SC(=C2)C(=O)NC2=C(C=CC(=C2)NC(C2=CC(=CC=C2)C(C)(C)C#N)=O)C (3-chloro-N-(5-(3-(2-cyanopropan-2-yl)benzamido)-2-methylphenyl)thieno[2,3-b]pyrazine-6-carboxamide), C([O-])([O-])=O.[K+].[K+] (potassium carbonate), [Cl-].C[Zn+] (methylzinc chloride). Reagents/catalysts: C1=CC=C(C=C1)P([C-]2C=CC=C2)C3=CC=CC=C3.C1=CC=C(C=C1)P([C-]2C=CC=C2)C3=CC=CC=C3.Cl[Pd]Cl.[Fe+2] (1,1′-bis(diphenylphosphino)ferrocenedichloro palladium(II)). Run in C1CCOC1 (THF). Conditions: temperature 60 celsius, time 8 hour. The product is C(#N)C(C)(C)C=1C=C(C(=O)NC=2C=CC(=C(C2)NC(=O)C2=CC=3C(=NC(=CN3)C)S2)C)C=CC1 (N-(5-(3-(2-cyanopropan-2-yl)benzamido)-2-methylphenyl)-3-methylthieno[2,3-b]pyrazine-6-carboxamide). The yield is 31.3%. As a reaction SMILES: Cl[C:2]1[N:7]=[C:6]2[S:8][C:9]([C:11]([NH:13][C:14]3[CH:19]=[C:18]([NH:20][C:21](=[O:33])[C:22]4[CH:27]=[CH:26][CH:25]=[C:24]([C:28]([C:31]#[N:32])([CH3:30])[CH3:29])[CH:23]=4)[CH:17]=[CH:16][C:15]=3[CH3:34])=[O:12])=[CH:10][C:5]2=[N:4][CH:3]=1.[C:35](=O)([O-])[O-].[K+].[K+].[Cl-].C[Zn+]>C1COCC1.C1C=CC(P(C2C=CC=CC=2)[C-]2C=CC=C2)=CC=1.C1C=CC(P(C2C=CC=CC=2)[C-]2C=CC=C2)=CC=1.Cl[Pd]Cl.[Fe+2]>[C:31]([C:28]([C:24]1[CH:23]=[C:22]([CH:27]=[CH:26][CH:25]=1)[C:21]([NH:20][C:18]1[CH:17]=[CH:16][C:15]([CH3:34])=[C:14]([NH:13][C:11]([C:9]2[S:8][C:6]3=[N:7][C:2]([CH3:35])=[CH:3][N:4]=[C:5]3[CH:10]=2)=[O:12])[CH:19]=1)=[O:33])([CH3:30])[CH3:29])#[N:32] |f:1.2.3,4.5,7.8.9.10|. Procedure: To a mixture of 3-chloro-N-(5-(3-(2-cyanopropan-2-yl)benzamido)-2-methylphenyl)thieno[2,3-b]pyrazine-6-carboxamide (0.204 mmol, 100 mg), potassium carbonate (0.408 mmol, 56.4 mg), 1,1′-bis(diphenylphosphino)ferrocenedichloro palladium(II) (0.020 mmol, 14.77 mg) in THF, was added methylzinc chloride (2.041 mmol, 1020 μl) and stirred overnight at 60° C. The reaction was quenched in water, extracted with ethyl acetate. Organic layer was dried and concentrated under reduced pressure. Crude product w... Reactants: C(C)(C)(C)OC(NC1=C(C=C(C(=C1)N(C)CC(C)C)C(F)(F)F)NC(CC(C1=CC(=CC=C1)N1N=CC=C1)=O)=O)=O ({5-(isobutyl-methyl-amino)-2-[3-oxo-3-(3-pyrazol-1-yl-phenyl)-propionylamino]-4-trifluoromethyl-phenyl}-carbamic acid tert-butyl ester), C(=O)(C(F)(F)F)O (TFA). Run in C(Cl)Cl (CH2Cl2). The product is C(C(C)C)N(C1=CC2=C(NC(CC(=N2)C2=CC(=CC=C2)N2N=CC=C2)=O)C=C1C(F)(F)F)C (7-(Isobutyl-methyl-amino)-4-(3-pyrazol-1-yl-phenyl)-8-trifluoromethyl-1,3-dihydro-benzo[b][1,4]diazepin-2-one), solid. The yield is 83.0%. RXN SMILES: C(OC(=O)[NH:7][C:8]1[CH:13]=[C:12]([N:14]([CH2:16][CH:17]([CH3:19])[CH3:18])[CH3:15])[C:11]([C:20]([F:23])([F:22])[F:21])=[CH:10][C:9]=1[NH:24][C:25](=[O:40])[CH2:26][C:27](=O)[C:28]1[CH:33]=[CH:32][CH:31]=[C:30]([N:34]2[CH:38]=[CH:37][CH:36]=[N:35]2)[CH:29]=1)(C)(C)C.C(O)(C(F)(F)F)=O>C(Cl)Cl>[CH2:16]([N:14]([CH3:15])[C:12]1[C:11]([C:20]([F:23])([F:21])[F:22])=[CH:10][C:9]2[NH:24][C:25](=[O:40])[CH2:26][C:27]([C:28]3[CH:33]=[CH:32][CH:31]=[C:30]([N:34]4[CH:38]=[CH:37][CH:36]=[N:35]4)[CH:29]=3)=[N:7][C:8]=2[CH:13]=1)[CH:17]([CH3:19])[CH3:18]. Reported procedure: The title compound was prepared from {5-(isobutyl-methyl-amino)-2-[3-oxo-3-(3-pyrazol-1-yl-phenyl)-propionylamino]-4-trifluoromethyl-phenyl}-carbamic acid tert-butyl ester (Example M119) (0.49 g, 0.85 mmol) by treatment with TFA in CH2Cl2 according to the general procedure N. Obtained as a light yellow solid (324 mg, 83%). The reactants are [Al+3], C1CCOC1, COc1cc(C=C[N+](=O)[O-])ccc1OCc1ccccc1, [H-], [H-], [H-], [H-], [Li+], [Na+], [OH-], O. The product is COc1cc(C=CN)ccc1OCc1ccccc1. As a reaction SMILES: [Al+3:2].[CH2:31]1[O:32][CH2:33][CH2:34][CH2:35]1.[CH2:7]([c:8]1[cH:9][cH:10][cH:11][cH:12][cH:13]1)[O:14][c:15]1[c:16]([O:26][CH3:27])[cH:17][c:18]([CH:19]=[CH:20][N+:21]([O-:22])=[O:23])[cH:24][cH:25]1.[H-:1].[H-:4].[H-:5].[H-:6].[Li+:3].[Na+:30].[OH-:29].[OH2:28]>>[CH2:7]([c:8]1[cH:9][cH:10][cH:11][cH:12][cH:13]1)[O:14][c:15]1[c:16]([O:26][CH3:27])[cH:17][c:18]([CH:19]=[CH:20][NH2:21])[cH:24][cH:25]1.